From a dataset of the Open Reaction Database (ORD), a public repository of structured organic reaction records. describe an organic reaction: reactants, conditions, products, and yield Starting materials: ClC1=CC(=C(C(=O)O)C=C1)F (4-chloro-2-fluorobenzoic acid), C(C)(=O)O.C(C)(=O)O.IC1=CC=CC=C1 (iodobenzene diacetate), II (iodine), CN(C)C=O (DMF), ClC1=CC(=C(C(=O)O)C=C1)F (4-chloro-2-fluorobenzoic acid). The reagents and catalysts are CC(=O)[O-].CC(=O)[O-].[Pd+2] (Pd(OAc)2). Run in CCOC(=O)C (EtOAc). Conditions: temperature 100 celsius. Product: ClC1=CC(=C(C(=O)O)C(=C1)I)F (4-chloro-2-fluoro-6-iodobenzoic acid). Reaction SMILES: [Cl:1][C:2]1[CH:10]=[CH:9][C:5]([C:6]([OH:8])=[O:7])=[C:4]([F:11])[CH:3]=1.C(O)(=O)C.C(O)(=O)C.[I:20]C1C=CC=CC=1.II.CN(C=O)C>CCOC(C)=O.CC([O-])=O.CC([O-])=O.[Pd+2]>[Cl:1][C:2]1[CH:10]=[C:9]([I:20])[C:5]([C:6]([OH:8])=[O:7])=[C:4]([F:11])[CH:3]=1 |f:1.2.3,7.8.9|. Procedure details: To a 250 mL flask were added 4-chloro-2-fluorobenzoic acid (4 g, 22.92 mmol), Pd(OAc)2 (0.257 g, 1.146 mmol), iodobenzene diacetate (8.12 g, 25.2 mmol), iodine (6.40 g, 25.2 mmol) and DMF (60 mL). The solution was heated under a nitrogen atmosphere at 100° C. for 20 h. LCMS showed about half of 4-chloro-2-fluorobenzoic acid was converted to the product (LCMS retention time 0.98 min, no MH+ peak). After cooling to room temperature, the solution was diluted with EtOAc and washed three times with 1... The reactants are O (Water), C1CN2CCN1CC2 (triethylenediamine), CN(C(=S)Cl)C (dimethylthiocarbamoyl chloride), CC1=C(C=2CCCC2C(=C1)[N+](=O)[O-])O (5-Methyl-7-nitroindan-4-ol). The solvent is CN(C=O)C (N,N-dimethylformamide). The product is CN(C(OC1=C2CCCC2=C(C=C1C)[N+](=O)[O-])=S)C (O-(5-methyl-7-nitroindan-4-yl) dimethylthiocarbamate). Isolated yield 79.9%. Reaction SMILES: [CH3:1][C:2]1[CH:10]=[C:9]([N+:11]([O-:13])=[O:12])[C:8]2[CH2:7][CH2:6][CH2:5][C:4]=2[C:3]=1[OH:14].C1N2CCN(CC2)C1.[CH3:23][N:24]([CH3:28])[C:25](Cl)=[S:26].O>CN(C)C=O>[CH3:23][N:24]([CH3:28])[C:25](=[S:26])[O:14][C:3]1[C:2]([CH3:1])=[CH:10][C:9]([N+:11]([O-:13])=[O:12])=[C:8]2[C:4]=1[CH2:5][CH2:6][CH2:7]2. Procedure details: 5-Methyl-7-nitroindan-4-ol (5.0 g) was dissolved in N,N-dimethylformamide (50 mL). After adding triethylenediamine (5.8 g) and dimethylthiocarbamoyl chloride (4.8 g) with stirring at room temperature, the mixture was stirred at 75° C. for 5 hours. The reaction mixture was cooled to room temperature. Water (100 mL) was added to the reaction mixture. The insoluble material was collected by filtration, washed with diethyl ether and dried to give the title compound (5.80 g).